This data is from the Open Reaction Database (ORD), a public repository of structured organic reaction records. The task is: describe an organic reaction: reactants, conditions, products, and yield The reactants are S1C=CC=2NCC3=C(CC21)C=CC=C3 (5,10-dihydro-4H-thieno[3,2-c][2]benzazepine), C1(=C(C=CC=C1)C(=O)NC1=CC=C(C=N1)C(=O)Cl)C1=CC=CC=C1 (6-[([1,1'-biphenyl]-2-ylcarbonyl)amino]-3-pyridinecarbonyl chloride). The product is S1C=CC=2N(CC3=C(CC21)C=CC=C3)C(=O)C=3C=CC(=NC3)NC(=O)C=3C(=CC=CC3)C3=CC=CC=C3 (N-[5-[(5,10-Dihydro-4H-thieno[3,2-c][2]benzazepin-4-yl)carbonyl]-2-pyridinyl][1,1'-biphenyl]-2-carboxamide). As a reaction SMILES: [S:1]1[C:10]2[CH2:9][C:8]3[CH:11]=[CH:12][CH:13]=[CH:14][C:7]=3[CH2:6][NH:5][C:4]=2[CH:3]=[CH:2]1.[C:15]1([C:33]2[CH:38]=[CH:37][CH:36]=[CH:35][CH:34]=2)[CH:20]=[CH:19][CH:18]=[CH:17][C:16]=1[C:21]([NH:23][C:24]1[N:29]=[CH:28][C:27]([C:30](Cl)=[O:31])=[CH:26][CH:25]=1)=[O:22]>>[S:1]1[C:10]2[CH2:9][C:8]3[CH:11]=[CH:12][CH:13]=[CH:14][C:7]=3[CH2:6][N:5]([C:30]([C:27]3[CH:26]=[CH:25][C:24]([NH:23][C:21]([C:16]4[C:15]([C:33]5[CH:38]=[CH:37][CH:36]=[CH:35][CH:34]=5)=[CH:20][CH:19]=[CH:18][CH:17]=4)=[O:22])=[N:29][CH:28]=3)=[O:31])[C:4]=2[CH:3]=[CH:2]1. Procedure: As described for Example 12, 5,10-dihydro-4H-thieno[3,2-c][2]benzazepine is reacted with 6-[([1,1'-biphenyl]-2-ylcarbonyl)amino]-3-pyridinecarbonyl chloride to give the product as a solid. Reactants: CO, CCO, ClCCl, O=C(Cl)c1c(F)ccc(F)c1F, NN, O. As a reaction SMILES: [CH3:13][OH:14].[CH3:21][CH2:22][OH:23].[Cl:18][CH2:19][Cl:20].[F:1][c:2]1[c:3]([C:4](=[O:5])[Cl:6])[c:7]([F:12])[cH:8][cH:9][c:10]1[F:11].[NH2:16][NH2:17].[OH2:15]>>[F:1][c:2]1[c:3]([C:4](=[O:5])[NH:16][NH2:17])[c:7]([F:12])[cH:8][cH:9][c:10]1[F:11]. The product is NNC(=O)c1c(F)ccc(F)c1F. Reactants: COC1=NC(=CC=2C1=C(N(C2C2=C(C=CC=C2)OC2=CC=CC=C2)COCC[Si](C)(C)C)C)COC (4-methoxy-6-(methoxymethyl)-3-methyl-1-(2-phenoxyphenyl)-2-((2-(trimethylsilyl)ethoxy)methyl)-2H-pyrrolo[3,4-c]pyridine), [I-].[Li+] (lithium iodide). Run in N1=CC=CC=C1 (pyridine). The product is COCC1=CC=2C(C(N1)=O)=C(N(C2C2=C(C=CC=C2)OC2=CC=CC=C2)COCC[Si](C)(C)C)C (6-(methoxymethyl)-3-methyl-1-(2-phenoxyphenyl)-2-((2-(trimethylsilyl)ethoxy)methyl)-2H-pyrrolo[3,4-c]pyridin-4(5H)-one). Isolated yield 42.8%. Reaction SMILES: C[O:2][C:3]1[C:8]2=[C:9]([CH3:33])[N:10]([CH2:25][O:26][CH2:27][CH2:28][Si:29]([CH3:32])([CH3:31])[CH3:30])[C:11]([C:12]3[CH:17]=[CH:16][CH:15]=[CH:14][C:13]=3[O:18][C:19]3[CH:24]=[CH:23][CH:22]=[CH:21][CH:20]=3)=[C:7]2[CH:6]=[C:5]([CH2:34][O:35][CH3:36])[N:4]=1.[I-].[Li+]>N1C=CC=CC=1>[CH3:36][O:35][CH2:34][C:5]1[NH:4][C:3](=[O:2])[C:8]2=[C:9]([CH3:33])[N:10]([CH2:25][O:26][CH2:27][CH2:28][Si:29]([CH3:30])([CH3:32])[CH3:31])[C:11]([C:12]3[CH:17]=[CH:16][CH:15]=[CH:14][C:13]=3[O:18][C:19]3[CH:24]=[CH:23][CH:22]=[CH:21][CH:20]=3)=[C:7]2[CH:6]=1 |f:1.2|. Procedure details: A mixture of Example 44c (0.0816 g, 0.162 mmol) and lithium iodide (0.65 g, 4.85 mmol) in pyridine (1 mL) was heated at 160° C. for 1 hour in a Biotage microwave reactor. The reaction mixture was partitioned between ethyl acetate and water, washed with saturated aqueous sodium chloride, dried over anhydrous magnesium sulfate, filtered and concentrated. The residue was purified by flash chromatography (silica gel, 20-80% ethyl acetate in heptanes) to provide 0.034 g (43%) of the title compound. The reactants are CC(C)(C)ON, O=Cc1ccc(CCCOc2c(Cl)cc(OCC=C(Cl)Cl)cc2Cl)cc1, Cl, Cl, c1ccncc1. The product is CC(C)(C)ON=Cc1ccc(CCCOc2c(Cl)cc(OCC=C(Cl)Cl)cc2Cl)cc1. Reaction SMILES: [C:28]([CH3:29])([CH3:30])([CH3:31])[O:32][NH2:33].[Cl:1][c:2]1[c:3]([O:4][CH2:5][CH2:6][CH2:7][c:8]2[cH:9][cH:10][c:11]([CH:12]=[O:13])[cH:14][cH:15]2)[c:16]([Cl:26])[cH:17][c:18]([O:20][CH2:21][CH:22]=[C:23]([Cl:24])[Cl:25])[cH:19]1.[ClH:27].[ClH:34].[cH:35]1[cH:36][cH:37][n:38][cH:39][cH:40]1>>[Cl:1][c:2]1[c:3]([O:4][CH2:5][CH2:6][CH2:7][c:8]2[cH:9][cH:10][c:11]([CH:12]=[N:33][O:32][C:28]([CH3:29])([CH3:30])[CH3:31])[cH:14][cH:15]2)[c:16]([Cl:26])[cH:17][c:18]([O:20][CH2:21][CH:22]=[C:23]([Cl:24])[Cl:25])[cH:19]1. Starting materials: C(C)OC(CC(N1C=CC2=CC(=CC=C12)OCCC1=NC=2NCCCC2C=C1)C1=CC(=CC=C1)OCC1=CC=CC=C1)=O (3-(3-benzyloxy-phenyl)-3-{5-[2-(5,6,7,8-tetrahydro-[1,8]naphthyridin-2-yl)-ethoxy]-indol-1-yl}-propionic acid ethyl ester), [OH-].[Li+] (lithium hydroxide), [Cl-].[NH4+] (ammonium chloride). Solvent: C1CCOC1.CO.O (THF methanol water). The product is C(C1=CC=CC=C1)OC=1C=C(C=CC1)C(CC(=O)O)N1C=CC2=CC(=CC=C12)OCCC1=NC=2NCCCC2C=C1 (3-(3-Benzyloxy-phenyl)-3-{5-[2-(5,6,7,8-tetrahydro-[1,8]naphthyridin-2-yl)-ethoxy]-indol-1-yl}-propionic acid). The yield is 25.0%. RXN SMILES: C([O:3][C:4](=[O:43])[CH2:5][CH:6]([C:29]1[CH:34]=[CH:33][CH:32]=[C:31]([O:35][CH2:36][C:37]2[CH:42]=[CH:41][CH:40]=[CH:39][CH:38]=2)[CH:30]=1)[N:7]1[C:15]2[C:10](=[CH:11][C:12]([O:16][CH2:17][CH2:18][C:19]3[CH:28]=[CH:27][C:26]4[CH2:25][CH2:24][CH2:23][NH:22][C:21]=4[N:20]=3)=[CH:13][CH:14]=2)[CH:9]=[CH:8]1)C.[OH-].[Li+].[Cl-].[NH4+]>C1COCC1.CO.O>[CH2:36]([O:35][C:31]1[CH:30]=[C:29]([CH:6]([N:7]2[C:15]3[C:10](=[CH:11][C:12]([O:16][CH2:17][CH2:18][C:19]4[CH:28]=[CH:27][C:26]5[CH2:25][CH2:24][CH2:23][NH:22][C:21]=5[N:20]=4)=[CH:13][CH:14]=3)[CH:9]=[CH:8]2)[CH2:5][C:4]([OH:43])=[O:3])[CH:34]=[CH:33][CH:32]=1)[C:37]1[CH:42]=[CH:41][CH:40]=[CH:39][CH:38]=1 |f:1.2,3.4,5.6.7|. Procedure: A solution of 3-(3-benzyloxy-phenyl)-3-{5-[2-(5,6,7,8-tetrahydro-[1,8]naphthyridin-2-yl)-ethoxy]-indol-1-yl}-propionic acid ethyl ester (0.08 g, 0.14 mmol), lithium hydroxide (0.01 g, 0.22 mmol) and THF/methanol/water [2.0/1.0/0.2 mL] (3.2 mL) was microwave at 100° C. for 15 minutes. Saturated ammonium chloride was added (10 mL) and the product was extracted with ethyl acetate (3×10 mL). The crude product was purified via column chromatography eluting with dichloromethane: ethyl acetate (10:1) t...